From a dataset of the Open Reaction Database (ORD), a public repository of structured organic reaction records. describe an organic reaction: reactants, conditions, products, and yield Reactants: O=C([O-])[O-], CCO, CCOC(C)=O, O=C(Nc1ccc(S(=O)(=O)C(F)(F)F)cc1)c1cccnc1Cl, Cl, [K+], [K+], SCc1ccncc1. Yields the product O=C(Nc1ccc(S(=O)(=O)C(F)(F)F)cc1)c1cccnc1SCc1ccncc1. As a reaction SMILES: [C:10](=[O:11])([O-:12])[O-:13].[CH3:39][CH2:40][OH:41].[CH3:42][CH2:43][O:44][C:45](=[O:46])[CH3:47].[Cl:16][c:17]1[n:18][cH:19][cH:20][cH:21][c:22]1[C:23](=[O:24])[NH:25][c:26]1[cH:27][cH:28][c:29]([S:32](=[O:33])(=[O:34])[C:35]([F:36])([F:37])[F:38])[cH:30][cH:31]1.[ClH:1].[K+:14].[K+:15].[n:2]1[cH:3][cH:4][c:5]([CH2:8][SH:9])[cH:6][cH:7]1>>[n:2]1[cH:3][cH:4][c:5]([CH2:8][S:9][c:17]2[n:18][cH:19][cH:20][cH:21][c:22]2[C:23](=[O:24])[NH:25][c:26]2[cH:27][cH:28][c:29]([S:32](=[O:33])(=[O:34])[C:35]([F:36])([F:37])[F:38])[cH:30][cH:31]2)[cH:6][cH:7]1. Reactants: FC1=C(C(=O)NC=2C=C3C(=NC2)N(C=C3I)S(=O)(=O)C3=CC=CC=C3)C(=CC=C1NS(=O)(=O)CCC)F (2,6-Difluoro-N-(3-iodo-1-(phenylsulfonyl)-1H-pyrrolo[2,3-b]pyridin-5-yl)-3-(propylsulfonamido)benzamide), C(C)#N (acetonitrile), FC=1C=C(C=CC1F)B(O)O (3,4-difluorophenylboronic acid), C(=O)([O-])[O-].[K+].[K+] (K2CO3). The reagents and catalysts are C=1C=CC(=CC1)[P](C=2C=CC=CC2)(C=3C=CC=CC3)[Pd]([P](C=4C=CC=CC4)(C=5C=CC=CC5)C=6C=CC=CC6)([P](C=7C=CC=CC7)(C=8C=CC=CC8)C=9C=CC=CC9)[P](C=1C=CC=CC1)(C=1C=CC=CC1)C=1C=CC=CC1 (Pd(PPh3)4). The solvent is O (water). Reaction conditions: temperature 160 celsius. Yields the product FC=1C=C(C=CC1F)C1=CNC2=NC=C(C=C21)NC(C2=C(C(=CC=C2F)NS(=O)(=O)CCC)F)=O (N-(3-(3,4-difluorophenyl)-1H-pyrrolo[2,3-b]pyridin-5-yl)-2,6-difluoro-3-(propylsulfonamido)benzamide). Yield: 44.2%. As a reaction SMILES: [F:1][C:2]1[C:29]([NH:30][S:31]([CH2:34][CH2:35][CH3:36])(=[O:33])=[O:32])=[CH:28][CH:27]=[C:26]([F:37])[C:3]=1[C:4]([NH:6][C:7]1[CH:8]=[C:9]2[C:15](I)=[CH:14][N:13](S(C3C=CC=CC=3)(=O)=O)[C:10]2=[N:11][CH:12]=1)=[O:5].[F:38][C:39]1[CH:40]=[C:41](B(O)O)[CH:42]=[CH:43][C:44]=1[F:45].C([O-])([O-])=O.[K+].[K+].C(#N)C>C1C=CC([P]([Pd]([P](C2C=CC=CC=2)(C2C=CC=CC=2)C2C=CC=CC=2)([P](C2C=CC=CC=2)(C2C=CC=CC=2)C2C=CC=CC=2)[P](C2C=CC=CC=2)(C2C=CC=CC=2)C2C=CC=CC=2)(C2C=CC=CC=2)C2C=CC=CC=2)=CC=1.O>[F:38][C:39]1[CH:40]=[C:41]([C:15]2[C:9]3[C:10](=[N:11][CH:12]=[C:7]([NH:6][C:4](=[O:5])[C:3]4[C:26]([F:37])=[CH:27][CH:28]=[C:29]([NH:30][S:31]([CH2:34][CH2:35][CH3:36])(=[O:33])=[O:32])[C:2]=4[F:1])[CH:8]=3)[NH:13][CH:14]=2)[CH:42]=[CH:43][C:44]=1[F:45] |f:2.3.4,^1:61,63,82,101|. Reported procedure: 2,6-Difluoro-N-(3-iodo-1-(phenylsulfonyl)-1H-pyrrolo[2,3-b]pyridin-5-yl)-3-(propylsulfonamido)benzamide (0.025 g, 0.038 mmol), 3,4-difluorophenylboronic acid (0.0090 g, 0.057 mmol), K2CO3 (0.026 g, 0.19 mmol), and Pd(PPh3)4 (0.0022 g, 0.0019 mmol) were taken up in 4:1 acetonitrile (“ACN”)/water (1.5 mL) and degassed with argon for 10 minutes. The reaction mixture was heated to 160° C. for 10 minutes under microwave irradiation. The solution was partitioned between water and EtOAc. The organic po... Starting materials: BrC=1C=C2C(=CC=NC2=CC1F)Cl.BrC=1C(=C2C(=CC=NC2=CC1)Cl)F (6-bromo-4-chloro-7-fluoroquinoline 6-bromo-4-chloro-5-fluoroquinoline), CC(C)(C)S (2-methylpropane-2-thiol), [Na].C(=O)([O-])[O-].[Na+].[Na+] (sodium Na2CO3), CC1(C2=C(C(=CC=C2)P(C3=CC=CC=C3)C4=CC=CC=C4)OC5=C(C=CC=C51)P(C6=CC=CC=C6)C7=CC=CC=C7)C (Xantphos). The reagents and catalysts are C=1C=CC(=CC1)/C=C/C(=O)/C=C/C2=CC=CC=C2.C=1C=CC(=CC1)/C=C/C(=O)/C=C/C2=CC=CC=C2.C=1C=CC(=CC1)/C=C/C(=O)/C=C/C2=CC=CC=C2.[Pd].[Pd] (Pd2dba3). The solvent is O1CCOCC1 (1,4-Dioxane). Conditions: temperature 95 celsius, time 8 hour. Yields the product C(C)(C)(C)SC=1C=C2C(=CC=NC2=CC1F)Cl.C(C)(C)(C)SC=1C(=C2C(=CC=NC2=CC1)Cl)F (6-(tert-butylthio)-4-chloro-7-fluoroquinoline 6-(tert-butylthio)-4-chloro-5-fluoroquinoline). Isolated yield 88.4%. Reaction SMILES: Br[C:2]1[CH:3]=[C:4]2[C:9](=[CH:10][C:11]=1[F:12])[N:8]=[CH:7][CH:6]=[C:5]2[Cl:13].Br[C:15]1[C:16]([F:26])=[C:17]2[C:22](=[CH:23][CH:24]=1)[N:21]=[CH:20][CH:19]=[C:18]2[Cl:25].[CH3:27][C:28]([SH:31])([CH3:30])[CH3:29].[Na].C([O-])([O-])=O.[Na+].[Na+].CC1(C)C2C(=C(P(C3C=CC=CC=3)C3C=CC=CC=3)C=CC=2)OC2C(P(C3C=CC=CC=3)C3C=CC=CC=3)=CC=CC1=2>O1CCOCC1.C1C=CC(/C=C/C(/C=C/C2C=CC=CC=2)=O)=CC=1.C1C=CC(/C=C/C(/C=C/C2C=CC=CC=2)=O)=CC=1.C1C=CC(/C=C/C(/C=C/C2C=CC=CC=2)=O)=CC=1.[Pd].[Pd]>[C:28]([S:31][C:2]1[CH:3]=[C:4]2[C:9](=[CH:10][C:11]=1[F:12])[N:8]=[CH:7][CH:6]=[C:5]2[Cl:13])([CH3:30])([CH3:29])[CH3:27].[C:28]([S:31][C:15]1[C:16]([F:26])=[C:17]2[C:22](=[CH:23][CH:24]=1)[N:21]=[CH:20][CH:19]=[C:18]2[Cl:25])([CH3:30])([CH3:29])[CH3:27] |f:0.1,3.4.5.6,9.10.11.12.13,14.15,^1:31|. Procedure details: A mixture of 6-bromo-4-chloro-7-fluoroquinoline/6-bromo-4-chloro-5-fluoroquinoline (20.35 g, 78 mmol), 2-methylpropane-2-thiol (9.68 ml, 86 mmol), sodium Na2CO3 (24.84 g, 234 mmol), Pd2dba3 (7.15 g, 7.81 mmol), and Xantphos (4.52 g, 7.81 mmol) in 1,4-Dioxane (300 ml) was stirred under nitrogen at 95° C. overnight. Cooled to RT and concentrated. Dissolved resulting material into DCM/water, and separated the layers. Extracted aqueous layer with DCM. The combined organic layers were concentrated. T... Reactants: C(C)O (ethanol), Cl.C(C)(=O)OCC (hydrochloric acid ethyl acetate), O=C1N(CC2=CC=CC=C12)CCC1(CCCCC1)CCN1CCC(CC1)N(C(=O)C=1OC=CC1)C1=CC=C(C=C1)C (N-[1-[2-[1-[2-(1-oxo-2-isoindolinyl)ethyl]cyclohexyl]ethyl]piperidin-4-yl]-N-(p-tolyl)-2-furancarboxamide). Run in C(C)(=O)OCC (ethyl acetate). Conditions: time 5 minute. The product is Cl.O=C1N(CC2=CC=CC=C12)CCC1(CCCCC1)CCN1CCC(CC1)N(C(=O)C=1OC=CC1)C1=CC=C(C=C1)C (N-[1-[2-[1-[2-(1-Oxo-2-isoindolinyl)ethyl]cyclohexyl]ethyl]piperidin-4-yl]-N-(p-tolyl)-2-furancarboxamide hydrochloride). Isolated yield 70.0%. As a reaction SMILES: [O:1]=[C:2]1[C:10]2[C:5](=[CH:6][CH:7]=[CH:8][CH:9]=2)[CH2:4][N:3]1[CH2:11][CH2:12][C:13]1([CH2:19][CH2:20][N:21]2[CH2:26][CH2:25][CH:24]([N:27]([C:35]3[CH:40]=[CH:39][C:38]([CH3:41])=[CH:37][CH:36]=3)[C:28]([C:30]3[O:31][CH:32]=[CH:33][CH:34]=3)=[O:29])[CH2:23][CH2:22]2)[CH2:18][CH2:17][CH2:16][CH2:15][CH2:14]1.C(O)C.[ClH:45].C(OCC)(=O)C>C(OCC)(=O)C>[ClH:45].[O:1]=[C:2]1[C:10]2[C:5](=[CH:6][CH:7]=[CH:8][CH:9]=2)[CH2:4][N:3]1[CH2:11][CH2:12][C:13]1([CH2:19][CH2:20][N:21]2[CH2:22][CH2:23][CH:24]([N:27]([C:35]3[CH:40]=[CH:39][C:38]([CH3:41])=[CH:37][CH:36]=3)[C:28]([C:30]3[O:31][CH:32]=[CH:33][CH:34]=3)=[O:29])[CH2:25][CH2:26]2)[CH2:18][CH2:17][CH2:16][CH2:15][CH2:14]1 |f:2.3,5.6|. Reported procedure: After dissolving N-[1-[2-[1-[2-(1-oxo-2-isoindolinyl)ethyl]cyclohexyl]ethyl]piperidin-4-yl]-N-(p-tolyl)-2-furancarboxamide (167 mg, 0.30 mmol) in ethyl acetate:ethanol=1:1 (4 mL), a 4N hydrochloric acid/ethyl acetate solution (0.25 mL, 1.00 mmol) was added. The reaction mixture was stirred at room temperature for 5 minutes and then concentrated under reduced pressure. The obtained residue was dissolved in ethanol (10 mL) and the solution was concentrated under reduced pressure to about 0.5 mL, a... The reactants are CC(C)(C)OC(=O)NCc1ccc(F)cc1OCc1ccccc1, CCO, CCOC(C)=O, [H][H]. Product: CC(C)(C)OC(=O)NCc1ccc(F)cc1O. As a reaction SMILES: [CH2:1]([c:2]1[cH:3][cH:4][cH:5][cH:6][cH:7]1)[O:8][c:9]1[c:10]([CH2:11][NH:12][C:13]([O:14][C:15]([CH3:16])([CH3:17])[CH3:18])=[O:19])[cH:20][cH:21][c:22]([F:24])[cH:23]1.[CH3:27][CH2:28][OH:29].[CH3:30][CH2:31][O:32][C:33](=[O:34])[CH3:35].[H:25][H:26]>>[OH:8][c:9]1[c:10]([CH2:11][NH:12][C:13]([O:14][C:15]([CH3:16])([CH3:17])[CH3:18])=[O:19])[cH:20][cH:21][c:22]([F:24])[cH:23]1. Starting materials: Cl (Hydrochloric acid), C(C1=CC=CC=C1)(=O)C1=CC(=C(C(=O)O)C=C1)N(C(C)=O)C1=CC=C(C=C1)F (4-benzoyl-2-(N-(4-fluorophenyl)acetamido)benzoic acid), Cl (hydrochloric acid). Run in O1CCOCC1 (dioxane). Yields the product C(C1=CC=CC=C1)(=O)C1=CC(=C(C(=O)O)C=C1)NC1=CC=C(C=C1)F (4-benzoyl-2-(4-fluoroanilino)benzoic acid). Isolated yield 77.9%. RXN SMILES: Cl.[C:2]([C:10]1[CH:18]=[CH:17][C:13]([C:14]([OH:16])=[O:15])=[C:12]([N:19]([C:23]2[CH:28]=[CH:27][C:26]([F:29])=[CH:25][CH:24]=2)C(=O)C)[CH:11]=1)(=[O:9])[C:3]1[CH:8]=[CH:7][CH:6]=[CH:5][CH:4]=1>O1CCOCC1>[C:2]([C:10]1[CH:18]=[CH:17][C:13]([C:14]([OH:16])=[O:15])=[C:12]([NH:19][C:23]2[CH:24]=[CH:25][C:26]([F:29])=[CH:27][CH:28]=2)[CH:11]=1)(=[O:9])[C:3]1[CH:4]=[CH:5][CH:6]=[CH:7][CH:8]=1. Procedure details: 6.0 mol/L Hydrochloric acid 2.0 mL was added to dioxane 2.0 mL solution of 4-benzoyl-2-(N-(4-fluorophenyl)acetamido)benzoic acid 0.39 g, and it was heated and refluxed for 2 hours and 30 minutes. After the reaction mixture was cooled to room temperature, 6.0 mol/L hydrochloric acid 1.0 mL was added to it, and it was heated and refluxed for 4 hours. After the reaction mixture was cooled to room temperature, the solvent was removed under reduced pressure, and ethyl acetate and 1.0 mol/L hydrochlor... Reactants: ClC1=C(C=NC2=CC=C(C=C12)Cl)[N+](=O)[O-] (4,6-dichloro-3-nitroquinoline), NC1=CC=C(C=C1)C(C#N)(C)C (2-(4-aminophenyl)-2-methylpropanenitrile), O (Water). Procedure: A solution of 4,6-dichloro-3-nitroquinoline (Compound of Preparation E, 4.0 g, 16.46 mmol) and 2-(4-aminophenyl)-2-methylpropanenitrile (2.63 g, 16.46 mmol) in acetic acid (350 ml) was stirred for 2 hours. Water was added and the yellow precipitate was filtered off, washed with water and saturated aqueous NaHCO3. The yellow solid was dried to obtain the title compound. Yield: 5 g (83%); 1H NMR (DMSO-d6, 300 MHz): δ 10.074 (s, 1H), 9.062 (s, 1H,), 8.552-8.558 (d, 1H, J=1.8 Hz), 7.995-8.025 (d, 1H... The product is ClC=1C=C2C(=C(C=NC2=CC1)[N+](=O)[O-])NC1=CC=C(C=C1)C(C#N)(C)C (2-(4-(6-Chloro-3-nitroquinolin-4-ylamino)phenyl)-2-methylpropanenitrile). Reaction SMILES: Cl[C:2]1[C:11]2[C:6](=[CH:7][CH:8]=[C:9]([Cl:12])[CH:10]=2)[N:5]=[CH:4][C:3]=1[N+:13]([O-:15])=[O:14].[NH2:16][C:17]1[CH:22]=[CH:21][C:20]([C:23]([CH3:27])([CH3:26])[C:24]#[N:25])=[CH:19][CH:18]=1.O>C(O)(=O)C>[Cl:12][C:9]1[CH:10]=[C:11]2[C:6](=[CH:7][CH:8]=1)[N:5]=[CH:4][C:3]([N+:13]([O-:15])=[O:14])=[C:2]2[NH:16][C:17]1[CH:18]=[CH:19][C:20]([C:23]([CH3:27])([CH3:26])[C:24]#[N:25])=[CH:21][CH:22]=1. The solvent is C(C)(=O)O (acetic acid). Starting materials: CO, [Na+], [Na+], [Na], O, COc1ccc(C(O)S(=O)(=O)O)cc1C(C)C, OO, O=S([O-])S(=O)[O-], Cc1ccc(S(=O)(=O)O)cc1. Product: COc1ccc(O)cc1C(C)C. As a reaction SMILES: [CH3:41][OH:42].[Na+:39].[Na+:40].[Na:18].[OH2:19].[OH:1][CH:2]([S:3]([OH:4])(=[O:5])=[O:6])[c:7]1[cH:8][c:9]([CH:15]([CH3:16])[CH3:17])[c:10]([O:13][CH3:14])[cH:11][cH:12]1.[OH:31][OH:32].[S:33]([S:34]([O-:35])=[O:36])([O-:37])=[O:38].[c:20]1([CH3:21])[cH:22][cH:23][c:24]([S:25]([OH:26])(=[O:27])=[O:28])[cH:29][cH:30]1>>[c:7]1([OH:27])[cH:8][c:9]([CH:15]([CH3:16])[CH3:17])[c:10]([O:13][CH3:14])[cH:11][cH:12]1. Starting materials: C1CCNCC1, ClCCl, COc1c(C)c(Cc2ccc(-c3cccnc3)c(C(=O)O)c2)c(OC)c(OC)c1OC, CN(C)c1ccncc1. Yields the product COc1c(C)c(Cc2ccc(-c3cccnc3)c(C(=O)N3CCCCC3)c2)c(OC)c(OC)c1OC. As a reaction SMILES: [CH2:32]1[CH2:33][CH2:34][NH:35][CH2:36][CH2:37]1.[CH2:47]([Cl:48])[Cl:49].[CH3:1][O:2][c:3]1[c:4]([CH3:31])[c:5]([CH2:6][c:7]2[cH:8][cH:9][c:10](-[c:16]3[cH:17][n:18][cH:19][cH:20][cH:21]3)[c:11]([C:12](=[O:13])[OH:14])[cH:15]2)[c:22]([O:29][CH3:30])[c:23]([O:27][CH3:28])[c:24]1[O:25][CH3:26].[CH3:38][N:39]([CH3:40])[c:41]1[cH:42][cH:43][n:44][cH:45][cH:46]1>>[CH3:1][O:2][c:3]1[c:4]([CH3:31])[c:5]([CH2:6][c:7]2[cH:8][cH:9][c:10](-[c:16]3[cH:17][n:18][cH:19][cH:20][cH:21]3)[c:11]([C:12](=[O:13])[N:35]3[CH2:34][CH2:33][CH2:32][CH2:37][CH2:36]3)[cH:15]2)[c:22]([O:29][CH3:30])[c:23]([O:27][CH3:28])[c:24]1[O:25][CH3:26]. The reactants are BrC1=C(C(=O)O)C(=CC(=C1O)C(C)(C)C)Br (2,6-dibromo-4-tert-butyl-3-hydroxybenzoic acid), C(=O)([O-])[O-].[K+].[K+] (K2CO3), CI (MeI). Solvent: CC(=O)C (acetone). Run at temperature 60 celsius. The product is BrC1=C(C(=O)O)C(=CC(=C1OC)C(C)(C)C)Br (2,6-dibromo-4-tert-butyl-3-methoxybenzoic acid). Yield: 34.8%. As a reaction SMILES: [Br:1][C:2]1[C:10]([OH:11])=[C:9]([C:12]([CH3:15])([CH3:14])[CH3:13])[CH:8]=[C:7]([Br:16])[C:3]=1[C:4]([OH:6])=[O:5].[C:17]([O-])([O-])=O.[K+].[K+].CI>CC(C)=O>[Br:1][C:2]1[C:10]([O:11][CH3:17])=[C:9]([C:12]([CH3:13])([CH3:15])[CH3:14])[CH:8]=[C:7]([Br:16])[C:3]=1[C:4]([OH:6])=[O:5] |f:1.2.3|. Procedure details: step 4—To a solution of 122 (1.0 eq, 2.18 mmol, 767 mg) in acetone (15 mL) was added K2CO3 (3.0 eq, 6.54 mmol, 903 mg) and MeI (5.0 eq, 10.89 mmol, 680 μL). The mixture was heated at 60° C. for 2 h before it was cooled to RT and the organic volatiles were removed under reduced pressure. The residue was partitioned between in EtOAc and water. The organic layer was separated, washed with brine, dried and concentrated. The crude was purified by SiO2 chromatography eluting with a EtOAc/hexane gradie...